This data is from the Open Reaction Database (ORD), a public repository of structured organic reaction records. The task is: describe an organic reaction: reactants, conditions, products, and yield Reactants: C(CCC)P(CCCC)CCCC (tri-n-butylphosphine), ClCC1=CC=C(C=C1)CCl (α,α'-dichloro-p-xylene). Solvent: C1(=CC=CC=C1)C (toluene), C1(=CC=CC=C1)C (toluene). Reaction conditions: time 12 hour. Product: [Cl-].ClCC1=CC=C(C[P+](CCCC)(CCCC)CCCC)C=C1 (4-(Chloromethyl)benzyltri-n-butylphosphonium chloride). As a reaction SMILES: [CH2:1]([P:5]([CH2:10][CH2:11][CH2:12][CH3:13])[CH2:6][CH2:7][CH2:8][CH3:9])[CH2:2][CH2:3][CH3:4].[Cl:14][CH2:15][C:16]1[CH:21]=[CH:20][C:19]([CH2:22][Cl:23])=[CH:18][CH:17]=1>C1(C)C=CC=CC=1>[Cl-:14].[Cl:23][CH2:22][C:19]1[CH:20]=[CH:21][C:16]([CH2:15][P+:5]([CH2:6][CH2:7][CH2:8][CH3:9])([CH2:10][CH2:11][CH2:12][CH3:13])[CH2:1][CH2:2][CH2:3][CH3:4])=[CH:17][CH:18]=1 |f:3.4|. Procedure: A mixture of tri-n-butylphosphine (7 g, 34.6 mmol, 1 eq.) in toluene (50 mL) was added dropwise to a mixture of α,α'-dichloro-p-xylene (12.1 g, 69.2 mmol, 2 eq.) in toluene (200 mL) under argon gas. The reaction mixture was allowed to stir for 12 hours at room temperature under argon, after which time the tri-n-butylphosphonium chloride salt had crystallized out of solution. The crystals were filtered and washed several times with toluene and hexanes, then air dried: 1H NMR (CDCl3) δ 0.92 (t, 9H... Starting materials: [Al+3], Cc1cccc(C)c1C#N, [H-], [H-], [H-], [H-], [Li+]. Product: Cc1cccc(C)c1CN. As a reaction SMILES: [Al+3:12].[CH3:1][c:2]1[c:3]([C:4]#[N:5])[c:6]([CH3:10])[cH:7][cH:8][cH:9]1.[H-:11].[H-:14].[H-:15].[H-:16].[Li+:13]>>[CH3:1][c:2]1[c:3]([CH2:4][NH2:5])[c:6]([CH3:10])[cH:7][cH:8][cH:9]1.